This data is from the Open Reaction Database (ORD), a public repository of structured organic reaction records. The task is: describe an organic reaction: reactants, conditions, products, and yield Procedure details: 108 g of freshly distilled butyraldehyde were added dropwise at 0° C. to a mixture of 213 g of pyrrolidine and 213 g of potassium carbonate. The mixture was allowed to stand overnight at room temperature, diluted with 300 ml of toluene, and the residue was filtered off. The filtrate was then subjected to vacuum distillation at 85° to 90° C. (80 mbar), giving 102 g of 97% pure 1-pyrrolidinobutene, which corresponds to 63.7% of the theoretical yield). The yield is 97.0%. Solvent: C1(=CC=CC=C1)C (toluene). Product: N1(CCCC1)C=CCC (1-pyrrolidinobutene). RXN SMILES: [CH:1](=O)[CH2:2][CH2:3][CH3:4].[NH:6]1[CH2:10][CH2:9][CH2:8][CH2:7]1.C(=O)([O-])[O-].[K+].[K+]>C1(C)C=CC=CC=1>[N:6]1([CH:7]=[CH:8][CH2:9][CH3:10])[CH2:4][CH2:3][CH2:2][CH2:1]1 |f:2.3.4|. Run at time 8 hour. Reactants: C(CCC)=O (butyraldehyde), N1CCCC1 (pyrrolidine), C([O-])([O-])=O.[K+].[K+] (potassium carbonate).